From a dataset of the Open Reaction Database (ORD), a public repository of structured organic reaction records. describe an organic reaction: reactants, conditions, products, and yield Reactants: ClC=1C=CC(=C(C1)C1=C(C=CC=C1)B(O)O)OCC1=CC=CC=C1 ({5′-chloro-2′-[(phenylmethyl)oxy]-2-biphenylyl}boronic acid), BrC1=C(C=CC=C1)C1=C(C=CC(=C1)C(F)(F)F)OCC1=CC=C(C=C1)F (2′-bromo-2-{[(4-fluorophenyl)methyl]oxy}-5-(trifluoromethyl)biphenyl). Yields the product FC1=CC=C(C=C1)COC1=C(C=C(C=C1)C(F)(F)F)C1=C(C=CC=C1)B(O)O ([2′-{[(4-Fluorophenyl)methyl]oxy}-5′-(trifluoromethyl)-2-biphenylyl]boronic acid). Reaction SMILES: ClC1C=CC(OCC2C=CC=CC=2)=C(C2C=CC=CC=2[B:14]([OH:16])[OH:15])C=1.Br[C:26]1[CH:31]=[CH:30][CH:29]=[CH:28][C:27]=1[C:32]1[CH:37]=[C:36]([C:38]([F:41])([F:40])[F:39])[CH:35]=[CH:34][C:33]=1[O:42][CH2:43][C:44]1[CH:49]=[CH:48][C:47]([F:50])=[CH:46][CH:45]=1>>[F:50][C:47]1[CH:48]=[CH:49][C:44]([CH2:43][O:42][C:33]2[CH:34]=[CH:35][C:36]([C:38]([F:41])([F:40])[F:39])=[CH:37][C:32]=2[C:27]2[CH:28]=[CH:29][CH:30]=[CH:31][C:26]=2[B:14]([OH:16])[OH:15])=[CH:45][CH:46]=1. Procedure: Prepared as for {5′-chloro-2′-[(phenylmethyl)oxy]-2-biphenylyl}boronic acid but using 2′-bromo-2-{[(4-fluorophenyl)methyl]oxy}-5-(trifluoromethyl)biphenyl instead of 2′-bromo-5-chloro-2-[(phenylmethyl)oxy]biphenyl. LC/MS t=3.63, [MH−] 389.0 Starting materials: B, CCOC(C)=O, ClCCl, CNC(=O)CCCON=Cc1cc(C(=O)NOCCO)c(Nc2ccc(I)cc2F)c(F)c1F, O=C(O)C(Cl)Cl, c1ccncc1. Yields the product CNC(=O)CCCONCc1cc(C(=O)NOCCO)c(Nc2ccc(I)cc2F)c(F)c1F. RXN SMILES: [BH3:44].[CH3:51][CH2:52][O:53][C:54](=[O:55])[CH3:56].[Cl:35][CH2:36][Cl:37].[F:1][c:2]1[c:3]([NH:26][c:27]2[c:28]([F:34])[cH:29][c:30]([I:33])[cH:31][cH:32]2)[c:4]([C:5](=[O:6])[NH:7][O:8][CH2:9][CH2:10][OH:11])[cH:12][c:13]([CH:16]=[N:17][O:18][CH2:19][CH2:20][CH2:21][C:22]([NH:23][CH3:24])=[O:25])[c:14]1[F:15].[OH:45][C:46]([CH:47]([Cl:48])[Cl:49])=[O:50].[n:38]1[cH:39][cH:40][cH:41][cH:42][cH:43]1>>[F:1][c:2]1[c:3]([NH:26][c:27]2[c:28]([F:34])[cH:29][c:30]([I:33])[cH:31][cH:32]2)[c:4]([C:5](=[O:6])[NH:7][O:8][CH2:9][CH2:10][OH:11])[cH:12][c:13]([CH2:16][NH:17][O:18][CH2:19][CH2:20][CH2:21][C:22]([NH:23][CH3:24])=[O:25])[c:14]1[F:15]. Starting materials: CC(C)([O-])C.[K+] (Potassium tert-butoxide), [Al] (aluminum), C1(=CC=CC=C1)N(C1=CC=C(C=C1)C=1C2=C(SC1C1=CC=C(C=O)C=C1)C=CC=C2)C2=CC=CC=C2.C1CCOC1 (4-(3-(4-(diphenylamino)phenyl)benzo[b]thiophen-2-yl)benzaldehyde THF). Reagents/catalysts: [Br-].C[P+](C1=CC=CC=C1)(C1=CC=CC=C1)C1=CC=CC=C1 (methyltriphenylphosphonium bromide). The solvent is C1CCOC1 (THF), O1CCCC1 (Tetrahydrofuran). Conditions: time 1 hour. Yields the product C1(=CC=CC=C1)N(C1=CC=C(C=C1)C=1C2=C(SC1C1=CC=C(C=O)C=C1)C=CC=C2)C2=CC=CC=C2 (4-(3-(4-(diphenylamino)phenyl)benzo[b]thiophen-2-yl)benzaldehyde). Reaction SMILES: CC(C)([O-])C.[K+].[Al].[C:8]1([N:14]([C:38]2[CH:43]=[CH:42][CH:41]=[CH:40][CH:39]=2)[C:15]2[CH:20]=[CH:19][C:18]([C:21]3[C:22]4[CH:37]=[CH:36][CH:35]=[CH:34][C:23]=4[S:24][C:25]=3[C:26]3[CH:33]=[CH:32][C:29]([CH:30]=[O:31])=[CH:28][CH:27]=3)=[CH:17][CH:16]=2)[CH:13]=[CH:12][CH:11]=[CH:10][CH:9]=1.C1COCC1>C1COCC1.[Br-].C[P+](C1C=CC=CC=1)(C1C=CC=CC=1)C1C=CC=CC=1>[C:38]1([N:14]([C:8]2[CH:9]=[CH:10][CH:11]=[CH:12][CH:13]=2)[C:15]2[CH:16]=[CH:17][C:18]([C:21]3[C:22]4[CH:37]=[CH:36][CH:35]=[CH:34][C:23]=4[S:24][C:25]=3[C:26]3[CH:33]=[CH:32][C:29]([CH:30]=[O:31])=[CH:28][CH:27]=3)=[CH:19][CH:20]=2)[CH:43]=[CH:42][CH:41]=[CH:40][CH:39]=1 |f:0.1,3.4,6.7|. Procedure: A solution of 4-(3-(4-(diphenylamino)phenyl)benzo[b]thiophen-2-yl)benzaldehyde (1.4 g, 0.0029 mol) was prepared in anhydrous THF (50 mL) in a clean, dry, and purged round bottom flask. To a dry round bottom flask equipped with an addition funnel methyltriphenylphosphonium bromide (1.82 g, 0.0051 mol) was added. Tetrahydrofuran (70 mL) was added to this reaction flask. Potassium tert-butoxide (0.59 g, 0.0052 mol) was then added to the reaction flask, and the flask was subsequently covered with al... The reactants are C(=C\C=C\C)/N=C=O (trans,trans-1,3-pentadienyl isocyanate), FC=1C(NC(NC1)=O)=O (5-fluorouracil), resultant mixture. Solvent: CN(C(C)=O)C (N,N-dimethylacetamide), C(C)(=O)OCC (ethyl acetate). Reaction conditions: time 3 hour. Yields the product C(=C\C=C\C)/NC(=O)N1C(=O)NC(=O)C(=C1)F (1-[N-(trans,trans-1,3-pentadienyl)carbamoyl]-5-fluorouracil). As a reaction SMILES: [CH:1](/[N:6]=[C:7]=[O:8])=[CH:2]\[CH:3]=[CH:4]\[CH3:5].[F:9][C:10]1[C:11](=[O:17])[NH:12][C:13](=[O:16])[NH:14][CH:15]=1>CN(C)C(=O)C.C(OCC)(=O)C>[CH:1](/[NH:6][C:7]([N:14]1[CH:15]=[C:10]([F:9])[C:11](=[O:17])[NH:12][C:13]1=[O:16])=[O:8])=[CH:2]\[CH:3]=[CH:4]\[CH3:5]. Procedure details: To the above solution of trans,trans-1,3-pentadienyl isocyanate was added a solution of 5-fluorouracil (2.6 g.) in N,N-dimethylacetamide (15 ml.) at 80° C. and stirred for 3 hours at the same temperature. The resultant mixture was diluted with ethyl acetate (100 ml.), washed with water (4 times), dried over magnesium sulfate, filtered and evaporated in vacuo. The residue was recrystallized from diethyl ether to give 1-[N-(trans,trans-1,3-pentadienyl)carbamoyl]-5-fluorouracil. Reactants: FC(C(=O)O)(F)F (Trifluoroacetic acid), C(C)(C)(C)C(=O)CN1C([C@@H](CN(C2=C1C=CC=C2)C2CCCCC2)NC(=O)NC2=CC(=C(C=C2)C)C(=O)OC(C)(C)C)=O ((R)-(−)-1-(1-tert-butylcarbonylmethyl-2-oxo-5-cyclohexyl-1,3,4,5-tetrahydro-2H-1,5-benzodiazepin-3-yl)-3-(3-tert-butoxycarbonyl-4-methylphenyl)urea). The solvent is C(Cl)Cl (methylene chloride). Run at time 1 hour. Product: CC1=C(C(=O)O)C=C(C=C1)NC(=O)N[C@@H]1CN(C2=C(N(C1=O)CC(=O)C(C)(C)C)C=CC=C2)C2CCCCC2 ((R)-(−)-2-methyl-5-[3-(1-tert-butylcarbonylmethy-2-oxo-5-cyclohexyl-1,3,4,5-tetrahydro-2H-1,5-benzodiazepin-3-yl)ureido]benzoic acid). Yield: 85.5%. Reaction SMILES: FC(F)(F)C(O)=O.[C:8]([C:12]([CH2:14][N:15]1[C:21]2[CH:22]=[CH:23][CH:24]=[CH:25][C:20]=2[N:19]([CH:26]2[CH2:31][CH2:30][CH2:29][CH2:28][CH2:27]2)[CH2:18][C@@H:17]([NH:32][C:33]([NH:35][C:36]2[CH:41]=[CH:40][C:39]([CH3:42])=[C:38]([C:43]([O:45]C(C)(C)C)=[O:44])[CH:37]=2)=[O:34])[C:16]1=[O:50])=[O:13])([CH3:11])([CH3:10])[CH3:9]>C(Cl)Cl>[CH3:42][C:39]1[CH:40]=[CH:41][C:36]([NH:35][C:33]([NH:32][C@H:17]2[C:16](=[O:50])[N:15]([CH2:14][C:12]([C:8]([CH3:11])([CH3:9])[CH3:10])=[O:13])[C:21]3[CH:22]=[CH:23][CH:24]=[CH:25][C:20]=3[N:19]([CH:26]3[CH2:31][CH2:30][CH2:29][CH2:28][CH2:27]3)[CH2:18]2)=[O:34])=[CH:37][C:38]=1[C:43]([OH:45])=[O:44]. Procedure: Trifluoroacetic acid (10 ml) was added to (R)-(−)-1-(1-tert-butylcarbonylmethyl-2-oxo-5-cyclohexyl-1,3,4,5-tetrahydro-2H-1,5-benzodiazepin-3-yl)-3-(3-tert-butoxycarbonyl-4-methylphenyl)urea (1.9g) in methylene chloride (10 ml), the mixture was stirred at room temperature for one hour. The reaction mixture was concentrated under reduced pressure, the mixed solvent (100 ml) of diisopropyl ether and ethanol (40:1) was added to the residue for crystallization, collected by filtrated, to thereby obta... Reactants: OC1=NC=NC(=C1)C(C)(C)C (4-hydroxy-6-tert-butylpyrimidine), P(=O)(Cl)(Cl)Cl (phosphoryl chloride). Yields the product ClC1=NC=NC(=C1)C(C)(C)C (4-chloro-6-tert-butylpyrimidine). Isolated yield 78.0%. RXN SMILES: O[C:2]1[CH:7]=[C:6]([C:8]([CH3:11])([CH3:10])[CH3:9])[N:5]=[CH:4][N:3]=1.P(Cl)(Cl)([Cl:14])=O>>[Cl:14][C:2]1[CH:7]=[C:6]([C:8]([CH3:11])([CH3:10])[CH3:9])[N:5]=[CH:4][N:3]=1. Procedure: Next, 4.7 g of 4-hydroxy-6-tert-butylpyrimidine obtained in Step 1 and 14 mL of phosphoryl chloride were put in a 50 mL three-neck flask, and the mixture was heated and refluxed for 1.5 hours. After the reflux, phosphoryl chloride was distilled off under reduced pressure. The obtained residue was dissolved in dichloromethane, and washed with water and then a saturated aqueous solution of sodium hydrogen carbonate. Anhydrate magnesium sulfate was added to the obtained organic layer for drying. Th... The reactants are C(C)(=O)OC(C)=O (acetic anhydride), ClC=1C=CC2=C(C(=[N+](CC(=N2)NN)[O-])C2=CC=CC=C2)C1 (7-chloro-2-hydrazino-5-phenyl-3H-1,4-benzodiazepine 4-oxide). The solvent is C(Cl)Cl (methylene chloride). Reaction conditions: time 15 minute. Product: C(C)(=O)NNC1=NC2=C(C(=[N+](C1)[O-])C1=CC=CC=C1)C=C(C=C2)Cl (2-(2-acetylhydrazino)-7-chloro-5-phenyl-3H-1,4-benzodiazepine 4-oxide). RXN SMILES: C(O[C:5](=[O:7])[CH3:6])(=O)C.[Cl:8][C:9]1[CH:10]=[CH:11][C:12]2[N:18]=[C:17]([NH:19][NH2:20])[CH2:16][N+:15]([O-:21])=[C:14]([C:22]3[CH:27]=[CH:26][CH:25]=[CH:24][CH:23]=3)[C:13]=2[CH:28]=1>C(Cl)Cl>[C:5]([NH:20][NH:19][C:17]1[CH2:16][N+:15]([O-:21])=[C:14]([C:22]2[CH:27]=[CH:26][CH:25]=[CH:24][CH:23]=2)[C:13]2[CH:28]=[C:9]([Cl:8])[CH:10]=[CH:11][C:12]=2[N:18]=1)(=[O:7])[CH3:6]. Reported procedure: 1.5 ml. of acetic anhydride was added to a solution of 2.5 g. of 7-chloro-2-hydrazino-5-phenyl-3H-1,4-benzodiazepine 4-oxide in 50 ml. of methylene chloride. After stirring for 15 minutes at room temperature, the mixture was concentrated and crystallized by addition of ether to yield 2-(2-acetylhydrazino)-7-chloro-5-phenyl-3H-1,4-benzodiazepine 4-oxide, which after recrystallization from dimethylformamide, had a melting point of 272°-275° dec. Reaction SMILES: [H-].[Na+].[Br:3][C:4]1[CH:5]=[C:6]([OH:10])[CH:7]=[CH:8][CH:9]=1.Br[C:12]1[CH:17]=CC=C[C:13]=1[OH:18].CC(=O)OCC>CN(C=O)C.O>[Br:3][C:4]1[CH:5]=[C:6]([CH:7]=[CH:8][CH:9]=1)[O:10][CH2:17][CH:12]1[CH2:13][O:18]1 |f:0.1|. Reported procedure: To a solution of NaH (416.2 mg, 17.34 mmol) in DMF (10 mL) was added 3-bromophenol (1.0 g, 5.78 mmol) at 9° C. and stirred for 5 minutes. To this mixture was added 2-bromophenol (1.2 g, 8.67 mmol) at 9° C. The reaction mixture was stirred for a further 16 h at 9° C. TLC (PE: EA=5:1) showed that the reaction was completed. The mixture was treated with water (50 mL) and extracted with EA (2×20 mL). The organic layer was washed with NaHCO3, brine (30 mL) then dried over Na2SO4 and concentrated to g... Reactants: [H-].[Na+] (NaH), BrC=1C=C(C=CC1)O (3-bromophenol), CC(OCC)=O (EA), BrC1=C(C=CC=C1)O (2-bromophenol). The product is BrC=1C=C(OCC2OC2)C=CC1 (2-((3-bromophenoxy)methyl) oxirane). Reaction conditions: time 5 minute. Solvent: CN(C)C=O (DMF), O (water). The yield is 113.3%. The reactants are FC1=CC(=C(C=C1)CO)C ((4-Fluoro-2-methylphenyl)methanol), O=S(Cl)Cl (SOCl2). Solvent: C(Cl)Cl (CH2Cl2). Reaction conditions: temperature 0 celsius, time 30 minute. The product is ClCC1=C(C=C(C=C1)F)C (1-(chloromethyl)-4-fluoro-2-methylbenzene). Isolated yield 100.0%. RXN SMILES: [F:1][C:2]1[CH:7]=[CH:6][C:5]([CH2:8]O)=[C:4]([CH3:10])[CH:3]=1.O=S(Cl)[Cl:13]>C(Cl)Cl>[Cl:13][CH2:8][C:5]1[CH:6]=[CH:7][C:2]([F:1])=[CH:3][C:4]=1[CH3:10]. Reported procedure: (4-Fluoro-2-methylphenyl)methanol (11.5 g, 82 mmol) was dissolved in CH2Cl2 (100 mL). The mixture was cooled to 0° C. before adding SOCl2 (10.7 g, 90 mmol), then stirred for 30 min at 0° C. and then at room temperature for 1.5 h. The solvent and excess of SOCl2 were removed by evaporation followed by the addition of CH2Cl2. The solvent and remaining traces of SOCl2 were evaporated once more. There was obtained 13.0 g (100%) of 1-(chloromethyl)-4-fluoro-2-methylbenzene as an oil. 1H NMR (300 MHz,...